Task: describe an organic reaction: reactants, conditions, products, and yield. Dataset: the Open Reaction Database (ORD), a public repository of structured organic reaction records Product: CCOc1cccc(F)c1F. Starting materials: [Br-], CCBr, CCCC[N+](CCCC)(CCCC)CCCC, Oc1cccc(F)c1F, [Na+], [OH-], O. As a reaction SMILES: [Br-:15].[Br:12][CH2:13][CH3:14].[CH3:16][CH2:17][CH2:18][CH2:19][N+:20]([CH2:21][CH2:22][CH2:23][CH3:24])([CH2:25][CH2:26][CH2:27][CH3:28])[CH2:29][CH2:30][CH2:31][CH3:32].[F:3][c:4]1[c:5]([OH:11])[cH:6][cH:7][cH:8][c:9]1[F:10].[Na+:2].[OH-:1].[OH2:33]>>[F:3][c:4]1[c:5]([O:11][CH2:13][CH3:14])[cH:6][cH:7][cH:8][c:9]1[F:10]. Reactants: CC(C)(C)OC(=O)N1CCC(N2C(=O)Cc3ccc(C#N)cc32)CC1, ClCCl, Cl, C1COCCO1. The product is Cl, N#Cc1ccc2c(c1)N(C1CCNCC1)C(=O)C2. Reaction SMILES: [C:1]([O:2][C:3]([CH3:4])([CH3:5])[CH3:6])(=[O:7])[N:8]1[CH2:9][CH2:10][CH:11]([N:14]2[C:15](=[O:25])[CH2:16][c:17]3[cH:18][cH:19][c:20]([C:23]#[N:24])[cH:21][c:22]32)[CH2:12][CH2:13]1.[Cl:33][CH2:34][Cl:35].[ClH:26].[O:27]1[CH2:28][CH2:29][O:30][CH2:31][CH2:32]1>>[ClH:26].[NH:8]1[CH2:9][CH2:10][CH:11]([N:14]2[C:15](=[O:25])[CH2:16][c:17]3[cH:18][cH:19][c:20]([C:23]#[N:24])[cH:21][c:22]32)[CH2:12][CH2:13]1. Starting materials: N(=NC(=O)OC(C)(C)C)C(=O)OC(C)(C)C (di-tert-butyl azodicarboxylate), OC1CCN(CC1)C(=O)OC(C)(C)C (tert-butyl 4-hydroxy-1-piperidine carboxylate), C1(=CC=CC=C1)C1=CC=C(C=C1)O (4-phenylphenol), C1(=CC=CC=C1)P(C1=CC=CC=C1)C1=CC=CC=C1 (triphenylphosphine), C(Cl)Cl (DCM). Reaction conditions: time 16 hour. Product: N.C(Cl)Cl (ammonia DCM), C1(=CC=C(C=C1)OC1CCNCC1)C1=CC=CC=C1 (4-(Biphenyl-4-yloxy)-piperidine). Isolated yield 1.0%. Reaction SMILES: [OH:1][CH:2]1[CH2:7][CH2:6][N:5](C(OC(C)(C)C)=O)[CH2:4][CH2:3]1.[C:15]1([C:21]2[CH:26]=[CH:25][C:24](O)=[CH:23][CH:22]=2)[CH:20]=[CH:19][CH:18]=[CH:17][CH:16]=1.C1(P(C2C=CC=CC=2)C2C=CC=CC=2)C=CC=CC=1.N(C(OC(C)(C)C)=O)=NC(OC(C)(C)C)=O.[CH2:63]([Cl:65])[Cl:64]>>[NH3:5].[CH2:63]([Cl:65])[Cl:64].[C:15]1([C:21]2[CH:22]=[CH:23][CH:24]=[CH:25][CH:26]=2)[CH:20]=[CH:19][C:18]([O:1][CH:2]2[CH2:3][CH2:4][NH:5][CH2:6][CH2:7]2)=[CH:17][CH:16]=1 |f:5.6|. Procedure details: A suspension of tert-butyl 4-hydroxy-1-piperidine carboxylate (497 mg), 4-phenylphenol (300 mg), and polymer-supported triphenylphosphine (1.2 g) in DCM (10 mL) was treated with di-tert-butyl azodicarboxylate (608 mg). The resulting mixture was shaken for 16 h, and filtered through a pad of celite. The pad was washed with DCM (3×5 mL) and the combined filtrates were evaporated. The residue was dissolved in dioxane (5 mL) and treated with hydrogen chloride (5 mL of a 4 N solution in dioxane). Aft... Starting materials: C(C)C1=NN(C=C1I)[C@@H]1CC[C@H](CC1)O (trans-4-(3-ethyl-4-iodo-1H-pyrazol-1-yl)cyclohexanol), C1CCOC1 (THF), C(C)(C)[Mg]Cl (isopropylmagnesium chloride), C1CCOC1 (THF), COB1OC(C(O1)(C)C)(C)C (2-methoxy-4,4,5,5-tetramethyl-1,3,2-dioxaborolane), [NH4+].[Cl-] (NH4Cl). Reaction conditions: time 1 hour. Yields the product C(C)C1=NN(C=C1B1OC(C(O1)(C)C)(C)C)[C@@H]1CC[C@H](CC1)O (trans-4-[3-Ethyl-4-(4,4,5,5-tetramethyl-1,3,2-dioxaborolan-2-yl)-1H-pyrazol-1-yl]cyclohexanol). As a reaction SMILES: [CH2:1]([C:3]1[C:7](I)=[CH:6][N:5]([C@H:9]2[CH2:14][CH2:13][C@H:12]([OH:15])[CH2:11][CH2:10]2)[N:4]=1)[CH3:2].C1COCC1.C([Mg]Cl)(C)C.CO[B:28]1[O:32][C:31]([CH3:34])([CH3:33])[C:30]([CH3:36])([CH3:35])[O:29]1.[NH4+].[Cl-]>>[CH2:1]([C:3]1[C:7]([B:28]2[O:32][C:31]([CH3:34])([CH3:33])[C:30]([CH3:36])([CH3:35])[O:29]2)=[CH:6][N:5]([C@H:9]2[CH2:14][CH2:13][C@H:12]([OH:15])[CH2:11][CH2:10]2)[N:4]=1)[CH3:2] |f:4.5|. Procedure details: To a solution of trans-4-(3-ethyl-4-iodo-1H-pyrazol-1-yl)cyclohexanol (150.0 mg, 0.4685 mmol) in THF (10 mL, 100 mmol) at rt was added 2 M isopropylmagnesium chloride in THF (0.70 mL, 1.4 mmol), and the mixture was stirred for 1 h. The reaction was quenched with 2-methoxy-4,4,5,5-tetramethyl-1,3,2-dioxaborolane (0.31 mL, 1.9 mmol), and allowed to stir at rt for 1 h. Sat. NH4Cl was added, and the organic solvent was removed in vacuo. The material was extracted with DCM and water. The organic laye... Starting materials: C1(=CC=CC=C1)B(O)O (benzene boronic acid), BrC1=C(OC=C1)C(=O)O (3-bromo-2-furancarboxylic acid), C(=O)(O)[O-].[Na+] (NaHCO3). Reagents/catalysts: C=1C=CC(=CC1)[P](C=2C=CC=CC2)(C=3C=CC=CC3)[Pd]([P](C=4C=CC=CC4)(C=5C=CC=CC5)C=6C=CC=CC6)([P](C=7C=CC=CC7)(C=8C=CC=CC8)C=9C=CC=CC9)[P](C=1C=CC=CC1)(C=1C=CC=CC1)C=1C=CC=CC1 ((Ph3P)4Pd). Reaction conditions: time 15 minute. Product: C1(=CC=CC=C1)C1=C(OC=C1)C(=O)O (3-Phenyl-2-furancarboxylic acid). Yield: 70.0%. As a reaction SMILES: Br[C:2]1[CH:6]=[CH:5][O:4][C:3]=1[C:7]([OH:9])=[O:8].[C:10]1(B(O)O)[CH:15]=[CH:14][CH:13]=[CH:12][CH:11]=1.C([O-])(O)=O.[Na+]>C1C=CC([P]([Pd]([P](C2C=CC=CC=2)(C2C=CC=CC=2)C2C=CC=CC=2)([P](C2C=CC=CC=2)(C2C=CC=CC=2)C2C=CC=CC=2)[P](C2C=CC=CC=2)(C2C=CC=CC=2)C2C=CC=CC=2)(C2C=CC=CC=2)C2C=CC=CC=2)=CC=1>[C:10]1([C:2]2[CH:6]=[CH:5][O:4][C:3]=2[C:7]([OH:9])=[O:8])[CH:15]=[CH:14][CH:13]=[CH:12][CH:11]=1 |f:2.3,^1:27,29,48,67|. Procedure: To 3-bromo-2-furancarboxylic acid (540 mg, 2.8 mmol dissolved in DME (105 ml)) was added of (Ph3P)4Pd (936 mg, 0.81 mmol), and the resulting solution was stirred at room temperature for 15 min. The mixture was treated with 500 mg (3.0 mmol) of benzene boronic acid, an aqueous solution of 2M NaHCO3 (4 mmol) and heated to reflux for 10 hours. After cooling to room temperature, the solvent was partially removed under reduced pressure, and the resulting mixture was extracted twice with diethyl ether...